From a dataset of the Open Reaction Database (ORD), a public repository of structured organic reaction records. describe an organic reaction: reactants, conditions, products, and yield Yields the product NC1=CC(=C(C(=O)OCC)C=C1)F (ethyl 4-amino-2-fluorobenzoate). Procedure: A solution of 10.0 g of 4-acetamido-2-fluorobenzoic acid, 100 ml of ethyl alcohol and 2.0 ml of boron trifluoride etherate is heated under reflux for 22 hours. The solvent is slowly removed by distillation as an equal amount of fresh ethyl alcohol is added. After 200 ml of solvent has been removed, the remainder is evaporated at reduced pressure. The residue is dissolved in ethyl acetate, washed with saturated aqueous sodium bicarbonate, dried and the solvent then evaporated to yield a solid. Re... The reactants are C(C)(=O)NC1=CC(=C(C(=O)O)C=C1)F (4-acetamido-2-fluorobenzoic acid), B(F)(F)F.CCOCC (boron trifluoride etherate). The solvent is C(C)O (ethyl alcohol). As a reaction SMILES: C([NH:4][C:5]1[CH:13]=[CH:12][C:8]([C:9]([OH:11])=[O:10])=[C:7]([F:14])[CH:6]=1)(=O)C.B(F)(F)F.[CH3:19][CH2:20]OCC>C(O)C>[NH2:4][C:5]1[CH:13]=[CH:12][C:8]([C:9]([O:11][CH2:19][CH3:20])=[O:10])=[C:7]([F:14])[CH:6]=1 |f:1.2|. Reactants: CC1=NC(=C2N1C(NN=C2)=S)C (6,8-dimethyl-imidazo[1,5-d]-as-triazine-4(3H)-thione), CI (methyl iodide), C(C)I (ethyl iodide), C=1C=2N(C(NN1)=S)C=NC2 (imidazo[1,5-d]-as-triazine-4(3H)-thione). Yields the product CC1=NC(=C2N1C(=NN=C2)SCC)C (6,8-Dimethyl-4-(ethylthio)-imidazo[1,5-d]-as-triazine). Reaction SMILES: [CH3:1][C:2]1[N:6]2[C:7](=[S:11])[NH:8][N:9]=[CH:10][C:5]2=[C:4]([CH3:12])[N:3]=1.[CH2:13](I)[CH3:14].C1C2N(C=NC=2)C(=S)NN=1.CI>>[CH3:1][C:2]1[N:6]2[C:7]([S:11][CH2:13][CH3:14])=[N:8][N:9]=[CH:10][C:5]2=[C:4]([CH3:12])[N:3]=1. Procedure: The procedure of Example 29 is repeated substituting equimolecular amounts of 6,8-dimethyl-imidazo[1,5-d]-as-triazine-4(3H)-thione and ethyl iodide for the imidazo[1,5-d]-as-triazine-4(3H)-thione and methyl iodide employed in that example. There is thus obtained the title compound in equally good yield. Starting materials: ice water, ClC=1C(C(=C(C(C1Cl)=O)C#N)C#N)=O (2,3-dichloro-5,6-dicyano-1,4-benzoquinone), C1=CC(=CC=C1[N+](=O)[O-])O (p-nitrophenol), C(=O)(OC)[C@@H]1[C@]2(CC(=O)O)[C@@H](CC1)[C@@H]1CN(C3=CC(CC[C@]3(C)[C@H]1CC2)=O)C(C)(C)C (17β-carbomethoxy-6-t-butylcarboxy-6-azaandrost-4-en-3-one). Run in O1CCOCC1 (dioxane). Yields the product C(=O)(OC)[C@@H]1[C@]2(CC(=O)O)[C@@H](CC1)[C@@H]1CN(C3=CC(C=C[C@]3(C)[C@H]1CC2)=O)C(C)(C)C (17β-carbomethoxy-6-t-butylcarboxy-6-azaandrost-1,4-dien-3-one). RXN SMILES: [C:1]([C@H:5]1[CH2:13][CH2:12][C@H:11]2[C@H:14]3[C@H:24]([CH2:25][CH2:26][C@:6]12[CH2:7][C:8]([OH:10])=[O:9])[C@:22]1([CH3:23])[C:17](=[CH:18][C:19](=[O:27])[CH2:20][CH2:21]1)[N:16]([C:28]([CH3:31])([CH3:30])[CH3:29])[CH2:15]3)([O:3][CH3:4])=[O:2].ClC1C(=O)C(C#N)=C(C#N)C(=O)C=1Cl.C1C([N+]([O-])=O)=CC=C(O)C=1>O1CCOCC1>[C:1]([C@H:5]1[CH2:13][CH2:12][C@H:11]2[C@H:14]3[C@H:24]([CH2:25][CH2:26][C@:6]12[CH2:7][C:8]([OH:10])=[O:9])[C@:22]1([CH3:23])[C:17](=[CH:18][C:19](=[O:27])[CH:20]=[CH:21]1)[N:16]([C:28]([CH3:31])([CH3:30])[CH3:29])[CH2:15]3)([O:3][CH3:4])=[O:2]. Procedure: A solution of 17β-carbomethoxy-6-t-butylcarboxy-6-azaandrost-4-en-3-one (2.00 g, 4.63 mmol), prepared in Example 3, part E, in dioxane (50 mL) is treated with 2,3-dichloro-5,6-dicyano-1,4-benzoquinone (DDQ, 1.37 g, 6.02 mmol) and p-nitrophenol (10 mg). The reaction is heated to reflux for 2 hrs, poured into ice water (150 mL), extracted with ethyl acetate (3×100 mL), extracts washed with saturated aqueous NaHSO3, 2N NaOH, saturated aqueous NaCl, dried over MgSO4, concentrated and chromatographed... Yields the product OCCC1C=Cc2ccccc21. Reaction SMILES: [CH2:12]1[CH:13]=[CH:14][c:15]2[cH:16][cH:17][cH:18][cH:19][c:20]21.[CH2:1]([Li:2])[CH2:3][CH2:4][CH3:5].[CH2:21]1[CH2:22][O:23]1.[CH2:7]([Br:8])[CH2:9][CH2:10][CH3:11].[Li:6].[OH2:24]>>[CH:12]1([CH2:21][CH2:22][OH:23])[CH:13]=[CH:14][c:15]2[cH:16][cH:17][cH:18][cH:19][c:20]21. Starting materials: C1=Cc2ccccc2C1, [Li]CCCC, C1CO1, CCCCBr, [Li], O. Reactants: [O-]S(=O)(=S)[O-].[Na+].[Na+] (Na2S2O3), CCOC(=O)C (EtOAc), ice, N1CC(C1)SC=1C=C(C(=O)N(C)C=2C=NC=CC2C2=C(C=C(C=C2)F)OC)C=C(C1)C(F)(F)F (3-(Azetidin-3-ylsulfanyl)-N-[4-(4-fluoro-2-methoxy-phenyl)-pyridin-3-yl]-N-methyl-5-trifluoromethyl-benzamide), OOS(=O)[O-].[K+] (Oxone), O (water). The solvent is CO (MeOH). Run at time 3.5 hour. The product is N1CC(C1)S(=O)(=O)C=1C=C(C(=O)N(C)C=2C=NC=CC2C2=C(C=C(C=C2)F)OC)C=C(C1)C(F)(F)F (3-(Azetidine-3-sulfonyl)-N-[4-(4-fluoro-2-methoxy-phenyl)-pyridin-3-yl]-N-methyl-5-trifluoromethyl-benzamide). As a reaction SMILES: [NH:1]1[CH2:4][CH:3]([S:5][C:6]2[CH:7]=[C:8]([CH:28]=[C:29]([C:31]([F:34])([F:33])[F:32])[CH:30]=2)[C:9]([N:11]([C:13]2[CH:14]=[N:15][CH:16]=[CH:17][C:18]=2[C:19]2[CH:24]=[CH:23][C:22]([F:25])=[CH:21][C:20]=2[O:26][CH3:27])[CH3:12])=[O:10])[CH2:2]1.[OH:35]OS([O-])=O.[K+].[O-]S([O-])(=S)=O.[Na+].[Na+].CCOC(C)=O.[OH2:54]>CO>[NH:1]1[CH2:4][CH:3]([S:5]([C:6]2[CH:7]=[C:8]([CH:28]=[C:29]([C:31]([F:32])([F:34])[F:33])[CH:30]=2)[C:9]([N:11]([C:13]2[CH:14]=[N:15][CH:16]=[CH:17][C:18]=2[C:19]2[CH:24]=[CH:23][C:22]([F:25])=[CH:21][C:20]=2[O:26][CH3:27])[CH3:12])=[O:10])(=[O:35])=[O:54])[CH2:2]1 |f:1.2,3.4.5|. Procedure details: To an ice-cold solution of 3-(azetidin-3-ylthio)-N-(4-(4-fluoro-2-methoxyphenyl)pyridin-3-yl)-N-methyl-5-(trifluoromethyl)benzamide (0.257 g, 523 μmol, example 275) in MeOH (6 mL) and water was added Oxone® (804 mg, 1.31 mmol) and stirring was continued at room temperature for 3.5 hours. The reaction mixture was poured on 10% aqueous Na2S2O3 solution and EtOAc and the layers were separated. The aqueous layer was saturated with sodium chloride, extracted eight times with EtOAc. The organic layers...